From a dataset of the Open Reaction Database (ORD), a public repository of structured organic reaction records. describe an organic reaction: reactants, conditions, products, and yield The reactants are OC1OC=C([C@@H]2[C@H]1C(=CC2)CO)C(=O)OC (methyl(4aS,7aS)-1-hydroxy-7-hydroxymethyl-1,4a,5,7a-tetra hydrocyclopenta[c]pyrane-4-carboxylate). Run in C(Cl)Cl (methylene chloride). Conditions: time 2 hour. Product: C(=O)C1=CC[C@H]2[C@@H]1C(OC=C2C(=O)OC)O (methyl(4aS,7aS)-7-formyl-1-hydroxy-1,4a,5,7a-tetra hydrocyclopenta[c]pyrane-4-carboxylate). Isolated yield 88.6%. Reaction SMILES: [OH:1][CH:2]1[C@@H:7]2[C:8]([CH2:11][OH:12])=[CH:9][CH2:10][C@@H:6]2[C:5]([C:13]([O:15][CH3:16])=[O:14])=[CH:4][O:3]1>C(Cl)Cl>[CH:11]([C:8]1[C@H:7]2[CH:2]([OH:1])[O:3][CH:4]=[C:5]([C:13]([O:15][CH3:16])=[O:14])[C@H:6]2[CH2:10][CH:9]=1)=[O:12]. Reported procedure: 10 g (44.2 mmol) of methyl(4aS,7aS)-1-hydroxy-7-hydroxymethyl-1,4a,5,7a-tetra hydrocyclopenta[c]pyrane-4-carboxylate was dissolved with 600 ml of methylene chloride, and 19.06 g (88.4 mmol) of pyridiniumchlorocromate was added, and stirred for 2 hours. After filtering the reaction mixture, the filtered solution was concentrated and purified by using column chromatography (hexane/ethylacetate=3/1, v/v), and 8.78 g of methyl(4aS,7aS)-7-formyl-1-hydroxy-1,4a,5,7a-tetra hydrocyclopenta[c]pyrane-4-ca... The reactants are [Na] (sodium), [N+](=O)([O-])C=1C=C2C=CNC2=CC1 (5-nitroindole), C(C)(C)(C)OC(=O)N1CCC(CC1)=O (N-t-butoxycarbonyl4-piperidone). Solvent: CO (methanol). Conditions: temperature 65 celsius. Yields the product C(C)(C)(C)OC(=O)N1CC=C(CC1)C1=CNC2=CC=C(C=C12)[N+](=O)[O-] (3-(N-t-Butoxycarbonyl-1,2,5,6-tetrahydropyrid-4-yl)-5-nitro-1H-indole). Yield: 72.0%. As a reaction SMILES: [Na].[N+:2]([C:5]1[CH:6]=[C:7]2[C:11](=[CH:12][CH:13]=1)[NH:10][CH:9]=[CH:8]2)([O-:4])=[O:3].[C:14]([O:18][C:19]([N:21]1[CH2:26][CH2:25][C:24](=O)[CH2:23][CH2:22]1)=[O:20])([CH3:17])([CH3:16])[CH3:15]>CO>[C:14]([O:18][C:19]([N:21]1[CH2:26][CH2:25][C:24]([C:8]2[C:7]3[C:11](=[CH:12][CH:13]=[C:5]([N+:2]([O-:4])=[O:3])[CH:6]=3)[NH:10][CH:9]=2)=[CH:23][CH2:22]1)=[O:20])([CH3:17])([CH3:15])[CH3:16] |^1:0|. Procedure details: To a stirred solution of sodium (2.51 g, 105 mmol, 7 eq) in absolute methanol (50 mL) was added 5-nitroindole (2.43 g, 15.0 mmol) and N-t-butoxycarbonyl4-piperidone (8.96 g, 45.0 mmol, 3.0 eq). The resulting reaction solution was heated at reflux (65° C.) under nitrogen for 24 hours. The resulting reaction solution was evaporated under reduced pressure, and the residue was partitioned between a saturated solution of sodium hydrogen carbonate (50 mL) and ethyl acetate (50 mL). The organic layer w... Reactants: C(C)(C)(C)OC(=O)N1[C@@H](C=CC1)C(=O)O ((S)-1-(tert-butoxycarbonyl)-2,5-dihydro-1H-pyrrole-2-carboxylic acid), C(C1=CC=CC=C1)ON (O-benzylhydroxylamine). The product is C(C1=CC=CC=C1)ONC(=O)[C@H]1N(CC=C1)C(=O)OC(C)(C)C ((S)-tert-Butyl 2-(benzyloxycarbamoyl)-2,5-dihydro-1H-pyrrole-1-carboxylate). RXN SMILES: [C:1]([O:5][C:6]([N:8]1[CH2:12][CH:11]=[CH:10][C@H:9]1[C:13]([OH:15])=O)=[O:7])([CH3:4])([CH3:3])[CH3:2].[CH2:16]([O:23][NH2:24])[C:17]1[CH:22]=[CH:21][CH:20]=[CH:19][CH:18]=1>>[CH2:16]([O:23][NH:24][C:13]([C@@H:9]1[CH:10]=[CH:11][CH2:12][N:8]1[C:6]([O:5][C:1]([CH3:2])([CH3:3])[CH3:4])=[O:7])=[O:15])[C:17]1[CH:22]=[CH:21][CH:20]=[CH:19][CH:18]=1. Procedure details: (S)-tert-Butyl 2-(benzyloxycarbamoyl)-2,5-dihydro-1H-pyrrole-1-carboxylate is prepared from (S)-1-(tert-butoxycarbonyl)-2,5-dihydro-1H-pyrrole-2-carboxylic acid (Boc-3,4-dehydro-proline) and O-benzylhydroxylamine following Method G. 1H NMR (300 MHz, CHCl3) δ 9.38 (s, 0.5H), 8.46 (s, 0.5H), 7.52-7.22 (m, 5H), 6.01-5.77 (m, 2H), 5.04-4.79 (m, 3H), 4.38-3.99 (m, 2H), 1.43 (s, 9). The reactants are C(C=C)C1=C(C=CC(=C1)OCC1=CC=CC=C1)O (2-allyl-4-benzyloxy-phenol), C(C=C)Br (allyl bromide), C([O-])([O-])=O.[Cs+].[Cs+] (cesium carbonate). RXN SMILES: [CH2:1]([C:4]1[CH:9]=[C:8]([O:10][CH2:11][C:12]2[CH:17]=[CH:16][CH:15]=[CH:14][CH:13]=2)[CH:7]=[CH:6][C:5]=1[OH:18])[CH:2]=[CH2:3].[CH2:19](Br)[CH:20]=[CH2:21].C(=O)([O-])[O-].[Cs+].[Cs+]>C(C(C)=O)C>[CH2:1]([C:4]1[CH:9]=[C:8]([O:10][CH2:11][C:12]2[CH:17]=[CH:16][CH:15]=[CH:14][CH:13]=2)[CH:7]=[CH:6][C:5]=1[O:18][CH2:21][CH:20]=[CH2:19])[CH:2]=[CH2:3] |f:2.3.4|. Reaction conditions: time 23 hour. Product: C(C=C)C1=C(C=CC(=C1)OCC1=CC=CC=C1)OCC=C (2-Allyl-1-allyloxy-4-benzyloxy-benzene). Run in C(C)C(=O)C (methyl ethyl ketone). Reported procedure: A mixture of 2-allyl-4-benzyloxy-phenol (ER2-YYR-17) (35.56 g, 148 mmol), allyl bromide (21.5 g, 178 mmol), cesium carbonate (58 g, 178 mmol) and methyl ethyl ketone (400 mL) was refluxed with stirring in a 1 L round bottomed flask. After 23 h, the reaction was cooled and concentrated. The residue was partitioned between water (500 mL) and EtOAc (400 mL). The organic layer was dried (MgSO4) and concentrated to a tan oil, 39.37 (95%) ER0-LKW-190A: 1H NMR (CDCl3) δ 3.45 (dd, 2H), 4.54 (dd, 2H), 5.... Reactants: NC1C(N(C2=C(C(=N1)C1=C(C=CC=C1)F)C=CC=C2)CC(=O)OCC)=O ((3RS)-3-amino-2,3-dihydro-1-ethoxycarbonylmethyl-5-(2-fluorophenyl)-1H-1,4-benzodiazepin-2-one), C1(=CC(=CC=C1)N=C=O)C (m-tolyl isocyanate). Run in ClCCl (dichloromethane). The product is C(C)OC(=O)CN1C(C(N=C(C2=C1C=CC=C2)C2=C(C=CC=C2)F)NC(=O)NC2=CC(=CC=C2)C)=O (N-[(3RS)-2,3-dihydro-1-ethoxycarbonylmethyl-5-(2-fluorophenyl)-2-oxo-1H-1,4-benzodiazepin-3-yl]-N'-(3-methylphenyl)urea). Isolated yield 56.6%. As a reaction SMILES: [NH2:1][CH:2]1[N:8]=[C:7]([C:9]2[CH:14]=[CH:13][CH:12]=[CH:11][C:10]=2[F:15])[C:6]2[CH:16]=[CH:17][CH:18]=[CH:19][C:5]=2[N:4]([CH2:20][C:21]([O:23][CH2:24][CH3:25])=[O:22])[C:3]1=[O:26].[C:27]1([CH3:36])[CH:32]=[CH:31][CH:30]=[C:29]([N:33]=[C:34]=[O:35])[CH:28]=1>ClCCl>[CH2:24]([O:23][C:21]([CH2:20][N:4]1[C:5]2[CH:19]=[CH:18][CH:17]=[CH:16][C:6]=2[C:7]([C:9]2[CH:14]=[CH:13][CH:12]=[CH:11][C:10]=2[F:15])=[N:8][CH:2]([NH:1][C:34]([NH:33][C:29]2[CH:30]=[CH:31][CH:32]=[C:27]([CH3:36])[CH:28]=2)=[O:35])[C:3]1=[O:26])=[O:22])[CH3:25]. Procedure: To a solution of (3RS)-3-amino-2,3-dihydro-1-ethoxycarbonylmethyl-5-(2-fluorophenyl)-1H-1,4-benzodiazepin-2-one (1.972 g) in dichloromethane (15 ml) was added dropwise a solution of m-tolyl isocyanate (0.884 g) in dichlromethane (5 ml) under stirring. After completion of the addition, the mixture was stirred for 4 hours at ambient temperature. The resultant white precipitates were collected by suction to give N-[(3RS)-2,3-dihydro-1-ethoxycarbonylmethyl-5-(2-fluorophenyl)-2-oxo-1H-1,4-benzodiazep... The reactants are ClC=1SC(=CC1C1NCCNC1)Cl (2-(2,5-dichloro-3-thienyl)piperazine), ClC1=C(C=C2C(C(=CN(C2=C1)CC)C(=O)O)=O)F (7-chloro-1-ethyl-6-fluoro-1,4-dihydro-4-oxo-3-quinolinecarboxylic acid). Run in N1=CC=CC=C1 (pyridine). Yields the product ClC=1SC(=CC1C1CN(CCN1)C1=C(C=C2C(C(=CN(C2=C1)CC)C(=O)O)=O)F)Cl (7-[3-(2,5-Dichloro-3-thienyl)-1-piperazinyl]-1-ethyl-6-fluoro-1,4-dihydro-4-oxo-3-quinolinecarboxylic acid). Reaction SMILES: [Cl:1][C:2]1[S:3][C:4]([Cl:13])=[CH:5][C:6]=1[CH:7]1[CH2:12][NH:11][CH2:10][CH2:9][NH:8]1.Cl[C:15]1[CH:24]=[C:23]2[C:18]([C:19](=[O:30])[C:20]([C:27]([OH:29])=[O:28])=[CH:21][N:22]2[CH2:25][CH3:26])=[CH:17][C:16]=1[F:31]>N1C=CC=CC=1>[Cl:1][C:2]1[S:3][C:4]([Cl:13])=[CH:5][C:6]=1[CH:7]1[NH:8][CH2:9][CH2:10][N:11]([C:15]2[CH:24]=[C:23]3[C:18]([C:19](=[O:30])[C:20]([C:27]([OH:29])=[O:28])=[CH:21][N:22]3[CH2:25][CH3:26])=[CH:17][C:16]=2[F:31])[CH2:12]1. Reported procedure: A 3.1 g portion of 2-(2,5-dichloro-3-thienyl)piperazine was dissolved in 8 ml of pyridine, 880 mg of 7-chloro-1-ethyl-6-fluoro-1,4-dihydro-4-oxo-3-quinolinecarboxylic acid was added and the mixture was heated, under argon, in a pressure bottle, at 120°-130° C. for 18 hours. After cooling, the solid was collected, washed with ethanol, dried and recrystallized from dimethylformamide, giving 171 mg of the desired product, mp 254°-256° C. (dec.). Reactants: [Li+].[Cl-] (LiCl), IC1=C(C(=NC(=C1)[Si](C)(C)C)OC)COCOC (4-Iodo-2-methoxy-3-methoxymethoxymethyl-6-(trimethylsilanyl)pyridine), C(CCC)[Sn](/C(=C/C(=O)OCC)/CC)(CCCC)CCCC (ethyl (E)-3-(tri-n-butylstannyl)-2-pentenoate). Reagents/catalysts: C=1C=CC(=CC1)[P](C=2C=CC=CC2)(C=3C=CC=CC3)[Pd]([P](C=4C=CC=CC4)(C=5C=CC=CC5)C=6C=CC=CC6)([P](C=7C=CC=CC7)(C=8C=CC=CC8)C=9C=CC=CC9)[P](C=1C=CC=CC1)(C=1C=CC=CC1)C=1C=CC=CC1 (Pd(PPh3)4), Cl[Cu] (CuCl). Run in CS(=O)C (DMSO). Run at temperature 60 celsius. Yields the product C(C)OC(C=C(CC)C1=C(C(=NC(=C1)[Si](C)(C)C)OC)COCOC)=O (3-[2-Methoxy-3-methoxymethoxymethyl-6-(trimethylsilanyl)pyridin-4-yl]pent-2-enoic acid ethyl ester). The yield is 80.0%. Reaction SMILES: [Li+].[Cl-].I[C:4]1[CH:9]=[C:8]([Si:10]([CH3:13])([CH3:12])[CH3:11])[N:7]=[C:6]([O:14][CH3:15])[C:5]=1[CH2:16][O:17][CH2:18][O:19][CH3:20].C([Sn](CCCC)(CCCC)/[C:26](/[CH2:33][CH3:34])=[CH:27]/[C:28]([O:30][CH2:31][CH3:32])=[O:29])CCC>C1C=CC([P]([Pd]([P](C2C=CC=CC=2)(C2C=CC=CC=2)C2C=CC=CC=2)([P](C2C=CC=CC=2)(C2C=CC=CC=2)C2C=CC=CC=2)[P](C2C=CC=CC=2)(C2C=CC=CC=2)C2C=CC=CC=2)(C2C=CC=CC=2)C2C=CC=CC=2)=CC=1.Cl[Cu].CS(C)=O>[CH2:31]([O:30][C:28](=[O:29])[CH:27]=[C:26]([C:4]1[CH:9]=[C:8]([Si:10]([CH3:13])([CH3:12])[CH3:11])[N:7]=[C:6]([O:14][CH3:15])[C:5]=1[CH2:16][O:17][CH2:18][O:19][CH3:20])[CH2:33][CH3:34])[CH3:32] |f:0.1,^1:46,48,67,86|. Reported procedure: A round bottom flask was charged with LiCl (66.6 mg, 1.57 mmol) and flamed dried under vacuum. Pd(PPh3)4 (32.6 mg, 0.026 mmol), CuCl (129.6 mg, 1.31 mmol) and DMSO (2.0 mL) were added and the mixture was degassed. 3a (100 mg, 0.262 mmol) was added, followed by ethyl (E)-3-(tri-n-butylstannyl)-2-pentenoate (131.4 mg, 0.314 mmol) and the resulting mixture was degassed. See Piers, E., et al., Can. J. Chem., 2058 (1992). The reaction mixture was then heated at 60° C. for 17 h. After cooling, the rea... Starting materials: C(C(C)C)Br (Isobutyl bromide), C(#N)C=1C=C(C(=O)OCC)C=CC1O (ethyl 3-cyano-4-hydroxybenzoate), crude product, C([O-])([O-])=O.[K+].[K+] (potassium carbonate), Ice water. Run in CN(C)C=O (DMF). Run at temperature 100 celsius, time 10 hour. The product is C(#N)C=1C=C(C(=O)OCC)C=CC1CC(C)C (Ethyl 3-Cyano-4-isobutylbenzoate). Yield: 33.0%. As a reaction SMILES: [CH2:1](Br)[CH:2]([CH3:4])[CH3:3].[C:6]([C:8]1[CH:9]=[C:10]([CH:16]=[CH:17][C:18]=1O)[C:11]([O:13][CH2:14][CH3:15])=[O:12])#[N:7].C(=O)([O-])[O-].[K+].[K+]>CN(C=O)C>[C:6]([C:8]1[CH:9]=[C:10]([CH:16]=[CH:17][C:18]=1[CH2:1][CH:2]([CH3:4])[CH3:3])[C:11]([O:13][CH2:14][CH3:15])=[O:12])#[N:7] |f:2.3.4|. Procedure details: Isobutyl bromide (56.1 mL, 512 mmol) was added to a suspension of the ethyl 3-cyano-4-hydroxybenzoate crude product (51.4 g) and potassium carbonate (70.8 g, 512 mmol) in dry DMF (200 mL), stirred at 100° C. for 10 hours, and cooled to room temperature. Ice-water (500 mL) was then added to the cooled suspension. The aqueous mixture was extracted with ethyl acetate (200 mL×2). The ethyl acetate portion was washed successively with water (500 mL×2) and aqueous saturated brine (200 mL), dried over ... The reactants are O=C1CCC(=O)N1Br, C1CCOC1, c1ccc2c(c1)CCO2, O. Yields the product Brc1ccc2c(c1)CCO2. RXN SMILES: [Br:10][N:11]1[C:12](=[O:13])[CH2:14][CH2:15][C:16]1=[O:17].[O:19]1[CH2:20][CH2:21][CH2:22][CH2:23]1.[O:1]1[CH2:2][CH2:3][c:4]2[c:5]1[cH:6][cH:7][cH:8][cH:9]2.[OH2:18]>>[O:1]1[CH2:2][CH2:3][c:4]2[c:5]1[cH:6][cH:7][c:8]([Br:10])[cH:9]2. Reactants: [Na+], [OH-], O, O=[N+]([O-])O, O=S(=O)(O)O, O=C(O)c1ccsc1. Product: O=C(O)c1csc([N+](=O)[O-])c1. Reaction SMILES: [Na+:19].[OH-:18].[OH2:20].[OH:9][N+:10]([O-:11])=[O:12].[S:13](=[O:14])(=[O:15])([OH:16])[OH:17].[s:1]1[cH:2][c:3]([C:6](=[O:7])[OH:8])[cH:4][cH:5]1>>[s:1]1[cH:2][c:3]([C:6](=[O:7])[OH:8])[cH:4][c:5]1[N+:10](=[O:9])[O-:11].